Dataset: the Open Reaction Database (ORD), a public repository of structured organic reaction records. Task: describe an organic reaction: reactants, conditions, products, and yield Product: C(C1=CC=CC=C1)OC(=O)N1CCC(CC1)=O (1-benzyloxycarbonyl piperidin-4-one). The yield is 92.0%. Run in O1CCCC1 (tetrahydrofuran). Reaction conditions: time 18 hour. Procedure details: To a stirred solution of 8-benzyloxycarbonyl 1,4-dioxa-8-azaspiro[4,5] decane (0.037 mol, 10 g) in tetrahydrofuran (150 mL) was added a solution of hydrochloric acid 5% (20 mL) dropwise at room temperature. The solution was stirred for 18 h (TLC control) and then evaporated under vacuum to small volume (20 mL) and neutralized with a saturated sodium bicarbonate solution. The aqueous solution was extracted with ethyl acetate (3×100 mL) and the organic layers were dried over sodium sulfate and fin... RXN SMILES: [CH2:1]([O:8][C:9]([N:11]1[CH2:20][CH2:19][C:14]2(OCC[O:15]2)[CH2:13][CH2:12]1)=[O:10])[C:2]1[CH:7]=[CH:6][CH:5]=[CH:4][CH:3]=1.Cl>O1CCCC1>[CH2:1]([O:8][C:9]([N:11]1[CH2:20][CH2:19][C:14](=[O:15])[CH2:13][CH2:12]1)=[O:10])[C:2]1[CH:7]=[CH:6][CH:5]=[CH:4][CH:3]=1. The reactants are C(C1=CC=CC=C1)OC(=O)N1CCC2(OCCO2)CC1 (8-benzyloxycarbonyl 1,4-dioxa-8-azaspiro[4,5] decane), Cl (hydrochloric acid).